Dataset: the Open Reaction Database (ORD), a public repository of structured organic reaction records. Task: describe an organic reaction: reactants, conditions, products, and yield Starting materials: CO.C(Cl)(Cl)Cl (MeOH chloroform), ( B ), N[C@H]([C@H](O)[C@@H]1N(C[C@H](C1)OC1=CC=CC=C1)C(C1=CC=CC=C1)C1=CC=CC=C1)CC1=CC(=CC(=C1)F)F ((1S,2S)-2-amino-1-((2R,4S)-1-benzhydryl-4-phenoxypyrrolidin-2-yl)-3-(3,5-difluorophenyl)propan-1-ol), C(C)(=O)N[C@]1(C(N(CC1)[C@H](C(=O)N[C@H]([C@H](O)[C@@H]1N(CCCC1)C(C1=CC=CC=C1)C1=CC=CC=C1)CC1=CC(=CC(=C1)F)F)CCC1=CC=CC=C1)=O)[C@H](C)CC ((S)-2-((S)-3-acetamido-3-((R)-sec-butyl)-2-oxopyrrolidin-1-yl)-N-((1S,2S)-1-((R)-1-benzhydrylpiperidin-2-yl)-3-(3,5-difluorophenyl)-1-hydroxypropan-2-yl)-4-phenylbutanamide), [Li+].[OH-] (LiOH). Solvent: CCO (EtOH), O (H2O). Product: C(C)(=O)N[C@]1(C(N(CC1)[C@H](C(=O)N[C@H]([C@@H]([C@@H]1NC[C@H](C1)OC1=CC=CC=C1)O)CC1=CC(=CC(=C1)F)F)CCC1=CC=CC=C1)=O)[C@H](C)CC ((S)-2-((S)-3-acetamido-3-((R)-sec-butyl)-2-oxopyrrolidin-1-yl)-N-((1R,2S)-3-(3,5-difluorophenyl)-1-hydroxy-1-((2R,4S)-4-phenoxypyrrolidin-2-yl)propan-2-yl)-4-phenylbutanamide). Isolated yield 73.0%. As a reaction SMILES: [NH2:1][C@@H:2]([CH2:30][C:31]1[CH:36]=[C:35]([F:37])[CH:34]=[C:33]([F:38])[CH:32]=1)[C@@H:3]([C@H:5]1[CH2:9][C@H:8]([O:10][C:11]2[CH:16]=[CH:15][CH:14]=[CH:13][CH:12]=2)[CH2:7][N:6]1C(C1C=CC=CC=1)C1C=CC=CC=1)[OH:4].[C:39]([NH:42][C@:43]1([C@@H:92]([CH2:94][CH3:95])[CH3:93])[CH2:47][CH2:46][N:45]([C@@H:48]([CH2:83][CH2:84][C:85]2[CH:90]=[CH:89][CH:88]=[CH:87][CH:86]=2)[C:49](N[C@@H](CC2C=C(F)C=C(F)C=2)[C@@H]([C@H]2CCCCN2C(C2C=CC=CC=2)C2C=CC=CC=2)O)=[O:50])[C:44]1=[O:91])(=[O:41])[CH3:40].[Li+].[OH-].CO.C(Cl)(Cl)Cl>CCO.O>[C:39]([NH:42][C@:43]1([C@@H:92]([CH2:94][CH3:95])[CH3:93])[CH2:47][CH2:46][N:45]([C@@H:48]([CH2:83][CH2:84][C:85]2[CH:86]=[CH:87][CH:88]=[CH:89][CH:90]=2)[C:49]([NH:1][C@@H:2]([CH2:30][C:31]2[CH:36]=[C:35]([F:37])[CH:34]=[C:33]([F:38])[CH:32]=2)[C@H:3]([OH:4])[C@H:5]2[CH2:9][C@H:8]([O:10][C:11]3[CH:12]=[CH:13][CH:14]=[CH:15][CH:16]=3)[CH2:7][NH:6]2)=[O:50])[C:44]1=[O:91])(=[O:41])[CH3:40] |f:2.3,4.5|. Procedure: Step 9 (B): (1S,2S)-2-amino-1-((2R,4S)-1-benzhydryl-4-phenoxypyrrolidin-2-yl)-3-(3,5-difluorophenyl)propan-1-ol. To a solution of (4S,5S)-4-(3,5-difluorobenzyl)-5-((2R,4S)-1-benzhydryl-4-phenoxypyrrolidin-2-yl)oxazolidin-2-one (Step 9 (A), 57 mg, 0.11 mmol) in EtOH (5 mL) was added a solution of LiOH (53 mg, 2.2 mmol) in H2O (1.5 mL). This reaction mixture was stirred at reflux for 4 h. After cooling down to rt, the mixture was concentrated to remove EtOH and H2O was added followed by 1N HCl sol... Starting materials: CS(=O)(=O)OC[C@H]1N(CCC1)C(=O)OC(C)(C)C (tert-butyl (2S)-2-{[(methylsulfonyl)oxy]methyl}-1-pyrrolidinecarboxylate), solution, [F-].C(CCC)[N+](CCCC)(CCCC)CCCC (tetrabutylammonium fluoride). Run in C1CCOC1 (THF), C1CCOC1 (THF). Product: FC[C@H]1N(CCC1)C(=O)OC(C)(C)C (tert-butyl (2S)-2-(fluoromethyl)-1-pyrrolidinecarboxylate). As a reaction SMILES: CS(O[CH2:6][C@@H:7]1[CH2:11][CH2:10][CH2:9][N:8]1[C:12]([O:14][C:15]([CH3:18])([CH3:17])[CH3:16])=[O:13])(=O)=O.[F-:19].C([N+](CCCC)(CCCC)CCCC)CCC>C1COCC1>[F:19][CH2:6][C@@H:7]1[CH2:11][CH2:10][CH2:9][N:8]1[C:12]([O:14][C:15]([CH3:18])([CH3:17])[CH3:16])=[O:13] |f:1.2|. Procedure: The product from Example 164A (7 g) in 100 mL of THF and tetrabutylammonium fluoride (42 mL of a 1M solution in THF) was heated at reflux for 17 hours, cooled, concentrated to dryness, diluted with 125 mL of ethyl acetate, washed with 5% aqueous NaHCO3, brine, dried over MgSO4, filtered, and the filtrate was concentrated under reduced pressure to provide an oil. The oil was distilled in vacuo (50° C., 1.2 torr) to give 4.9 g of the title compound as a colorless oil.